This data is from the Open Reaction Database (ORD), a public repository of structured organic reaction records. The task is: describe an organic reaction: reactants, conditions, products, and yield Reactants: BrC=1C=CC=2C(N(C(C3=CC=CC1C23)=O)C2=CC=C(C=C2)C)=O (6-bromo-2-p-tolyl-benzo [de] isoquinoline-1, 3-dione), [OH-].[Na+] (sodium hydroxide), C(CO)O (1,2-ethylene glycol). The solvent is O (water). Run at temperature 120 celsius, time 10 hour. The product is OCCOC=1C=CC=2C(N(C(C3=CC=CC1C23)=O)C2=CC=C(C=C2)C)=O (6-(2-hydroxy-ethoxy)-2-p-tolyl-benzo[de]isoquinoline-1,3-dione). Reaction SMILES: Br[C:2]1[CH:3]=[CH:4][C:5]2[C:6](=[O:23])[N:7]([C:16]3[CH:21]=[CH:20][C:19]([CH3:22])=[CH:18][CH:17]=3)[C:8](=[O:15])[C:9]3[C:14]=2[C:13]=1[CH:12]=[CH:11][CH:10]=3.[OH-].[Na+].[CH2:26]([OH:29])[CH2:27][OH:28]>O>[OH:28][CH2:27][CH2:26][O:29][C:2]1[CH:3]=[CH:4][C:5]2[C:6](=[O:23])[N:7]([C:16]3[CH:21]=[CH:20][C:19]([CH3:22])=[CH:18][CH:17]=3)[C:8](=[O:15])[C:9]3[C:14]=2[C:13]=1[CH:12]=[CH:11][CH:10]=3 |f:1.2|. Procedure: A mixture of 6-bromo-2-p-tolyl-benzo [de] isoquinoline-1, 3-dione (4.0 g), sodium hydroxide (0.65 g), and 1,2-ethylene glycol (50 ml) was maintained under reflux with stirring at 120° C. for 10 hrs. The reaction mixture was then cooled to room temperature and water (100 ml) was added to the mixture. The solid that separated out was filtered, washed with water, and dried at 100° C. for 8 hours (Yield=2.71 g). The crude product was purified using 120 ml monochlorobenzene and 0.25 g activated charc... The product is C[C@H]1[C@@H](CN(C1)CC1=NC(=CC=C1)C)C=1NC(C2=C(N1)N(N=C2)C2CCOCC2)=O (6-{(3S,4S)-4-methyl-1-[(6-methylpyridin-2-yl)methyl]pyrrolidin-3-yl}-1-(tetrahydro-2H-pyran-4-yl)-1,5-dihydro-4H-pyrazolo[3,4-d]pyrimidin-4-one). As a reaction SMILES: [CH3:1][C@@H:2]1[CH2:6][N:5]([CH2:7]C2C=NC(C)=NC=2)[CH2:4][C@H:3]1[C:15]1[NH:16][C:17](=[O:30])[C:18]2[CH:23]=[N:22][N:21]([CH:24]3[CH2:29][CH2:28][O:27][CH2:26][CH2:25]3)[C:19]=2[N:20]=1.C([BH3-])#N.[Na+].C[C:36]1[N:41]=[C:40]([CH:42]=O)[CH:39]=[CH:38][CH:37]=1>>[CH3:1][C@@H:2]1[CH2:6][N:5]([CH2:7][C:36]2[CH:37]=[CH:38][CH:39]=[C:40]([CH3:42])[N:41]=2)[CH2:4][C@H:3]1[C:15]1[NH:16][C:17](=[O:30])[C:18]2[CH:23]=[N:22][N:21]([CH:24]3[CH2:29][CH2:28][O:27][CH2:26][CH2:25]3)[C:19]=2[N:20]=1 |f:1.2|. The reactants are C[C@H]1[C@@H](CN(C1)CC=1C=NC(=NC1)C)C=1NC(C2=C(N1)N(N=C2)C2CCOCC2)=O (6-{(3S,4S)-4-methyl-1-[(2-methylpyrimidin-5-yl)methyl]pyrrolidin-3-yl}-1-(tetrahydro-2H-pyran-4-yl)-1,5-dihydro-4H-pyrazolo[3,4-d]pyrimidin-4-one), C(#N)[BH3-].[Na+] (sodium cyanoborohydride), CC1=CC=CC(=N1)C=O (6-methylpicolinaldehyde). Procedure details: Following the procedure for the preparation of 6-{(3S,4S)-4-methyl-1-[(2-methylpyrimidin-5-yl)methyl]pyrrolidin-3-yl}-1-(tetrahydro-2H-pyran-4-yl)-1,5-dihydro-4H-pyrazolo[3,4-d]pyrimidin-4-one but substituting sodium cyanoborohydride and 6-methylpicolinaldehyde provided the title compound. 400 MHz 1H NMR (CDCl3) δ 8.02 (s, 1H), 7.57 (t, J=7.7 Hz, 1H), 7.20 (d, J=7.9 Hz, 1H), 7.03 (d, J=7.5 Hz, 1H), 4.83-4.77 (m, 1H), 4.13-4.08 (m, 2H), 3.99-3.95 (m, 1H), 3.72-3.69 (m, 1H), 3.62-3.54 (m, 2H), 3.4... Starting materials: C(C1=CC=CC=C1)OC(=O)N1C(CC[C@H]1C(NCCC1=CC=CC=C1)=O)=O ((S)-2-Oxo-5-phenethylcarbamoyl-pyrrolidine-1-carboxylic acid benzyl ester), N1[C@@H](CCC1=O)C(=O)N (pyroglutamide), [Li+].[B-](CC)(CC)CC (super-hydride). Solvent: C1CCOC1 (THF). Run at time 15 minute. Yields the product C(CC1=CC=CC=C1)NC(=O)[C@H]1N(C(CC1)O)C ((S)-5-Hydroxy-1-methyl-pyrrolidine-2-carboxylic acid phenethyl-amide). RXN SMILES: C(O[C:9]([N:11]1[C@H:15]([C:16](=[O:26])[NH:17][CH2:18][CH2:19][C:20]2[CH:25]=[CH:24][CH:23]=[CH:22][CH:21]=2)[CH2:14][CH2:13][C:12]1=[O:27])=O)C1C=CC=CC=1.N1C(=O)CC[C@H]1C(N)=O.[Li+].[B-](CC)(CC)CC>C1COCC1>[CH2:18]([NH:17][C:16]([C@@H:15]1[CH2:14][CH2:13][CH:12]([OH:27])[N:11]1[CH3:9])=[O:26])[CH2:19][C:20]1[CH:21]=[CH:22][CH:23]=[CH:24][CH:25]=1 |f:2.3,^1:37|. Reported procedure: A THF solution of 11A pyroglutamide (3.9 g, 11 mmol) is chilled to −78° C. After 15 minutes, 1 M super-hydride solution (13 mL, 13 mmol) is slowly added. After 1 hour, it is carefully quenched with saturated bicarb and added 4 mL 30% hydrogen peroxide and concentrated to half volume and reconstituted with ethyl acetate, then washed with saturated bicarb and brine and dried over anhydrous sodium sulfate, filtered and concentrated to a clear oil. LCMS characterization ES+369.1 (m+1). Starting materials: B, O=C([O-])C(=O)[O-], C1CCOC1, CC(NC(=O)CC1CCN(Cc2ccc(F)cc2)CC1)c1ccccc1. The product is CC(NCCC1CCN(Cc2ccc(F)cc2)CC1)c1ccccc1. As a reaction SMILES: [BH3:27].[C:33]([O-:34])(=[O:35])[C:36]([O-:37])=[O:38].[CH2:28]1[O:29][CH2:30][CH2:31][CH2:32]1.[c:1]1([CH:7]([CH3:8])[NH:9][C:10](=[O:11])[CH2:12][CH:13]2[CH2:14][CH2:15][N:16]([CH2:19][c:20]3[cH:21][cH:22][c:23]([F:26])[cH:24][cH:25]3)[CH2:17][CH2:18]2)[cH:2][cH:3][cH:4][cH:5][cH:6]1>>[c:1]1([CH:7]([CH3:8])[NH:9][CH2:10][CH2:12][CH:13]2[CH2:14][CH2:15][N:16]([CH2:19][c:20]3[cH:21][cH:22][c:23]([F:26])[cH:24][cH:25]3)[CH2:17][CH2:18]2)[cH:2][cH:3][cH:4][cH:5][cH:6]1. Starting materials: ClCCl, NN, CC(C)OC(=O)N=NC(=O)OC(C)C, O, O, O=C1c2ccccc2C(=O)N1O, CC(C)(C)OC(=O)N1CCOC(CO)C1, c1ccc(P(c2ccccc2)c2ccccc2)cc1. The product is CC(C)(C)OC(=O)N1CCOC(CON)C1. As a reaction SMILES: [Cl:64][CH2:65][Cl:66].[NH2:62][NH2:63].[O:47]=[C:48]([O:49][CH:50]([CH3:51])[CH3:52])[N:53]=[N:54][C:55]([O:56][CH:57]([CH3:58])[CH3:59])=[O:60].[OH2:61].[OH2:67].[OH:16][N:17]1[C:18](=[O:19])[c:20]2[c:21]([cH:22][cH:23][cH:24][cH:25]2)[C:26]1=[O:27].[OH:1][CH2:2][CH:3]1[O:4][CH2:5][CH2:6][N:7]([C:9](=[O:10])[O:11][C:12]([CH3:13])([CH3:14])[CH3:15])[CH2:8]1.[c:28]1([P:29]([c:30]2[cH:31][cH:32][cH:33][cH:34][cH:35]2)[c:36]2[cH:37][cH:38][cH:39][cH:40][cH:41]2)[cH:42][cH:43][cH:44][cH:45][cH:46]1>>[O:1]([CH2:2][CH:3]1[O:4][CH2:5][CH2:6][N:7]([C:9](=[O:10])[O:11][C:12]([CH3:13])([CH3:14])[CH3:15])[CH2:8]1)[NH2:17]. Reaction conditions: time 1 hour. The yield is 21.9%. Reactants: C1(CCCCC1)N=C=NC1CCCCC1 (dicyclohexylcarbodiimide), N1=CC(=CC=C1)C1SCC(N1)C(=O)O (2-(3-pyridyl)thiazolidine-4-carboxylic acid), ON1N=NC2=C1C=CC=C2 (1-hydroxybenzotriazole), C(CCCCCCCCCCCCCCCCCC)N (nonadecylamine). The solvent is O1CCCC1 (tetrahydrofuran), O1CCCC1 (tetrahydrofuran), C(C)(=O)OCC (ethyl acetate). Reaction SMILES: C1(N=C=NC2CCCCC2)CCCCC1.[N:16]1[CH:21]=[CH:20][CH:19]=[C:18]([CH:22]2[NH:26][CH:25]([C:27]([OH:29])=O)[CH2:24][S:23]2)[CH:17]=1.ON1C2C=CC=CC=2N=N1.[CH2:40]([NH2:59])[CH2:41][CH2:42][CH2:43][CH2:44][CH2:45][CH2:46][CH2:47][CH2:48][CH2:49][CH2:50][CH2:51][CH2:52][CH2:53][CH2:54][CH2:55][CH2:56][CH2:57][CH3:58]>O1CCCC1.C(OCC)(=O)C>[CH2:40]([NH:59][C:27]([CH:25]1[CH2:24][S:23][CH:22]([C:18]2[CH:17]=[N:16][CH:21]=[CH:20][CH:19]=2)[NH:26]1)=[O:29])[CH2:41][CH2:42][CH2:43][CH2:44][CH2:45][CH2:46][CH2:47][CH2:48][CH2:49][CH2:50][CH2:51][CH2:52][CH2:53][CH2:54][CH2:55][CH2:56][CH2:57][CH3:58]. Product: C(CCCCCCCCCCCCCCCCCC)NC(=O)C1NC(SC1)C=1C=NC=CC1 (N-nonadecyl-2-(3-pyridyl)thiazolidine-4-carboxamide). Procedure details: A solution of 500 mg of dicyclohexylcarbodiimide in 3 ml of tetrahydrofuran was added dropwise to a mixture of 510 mg of 2-(3-pyridyl)thiazolidine-4-carboxylic acid, 490 mg of 1-hydroxybenzotriazole, 680 mg of nonadecylamine and 12 ml of tetrahydrofuran with ice cooling, and the resulting mixture was stirred with ice cooling for 1 hour and then at room temperature for 12 hours. The reaction mixture was diluted with 30 ml of ethyl acetate, and the insoluble matter was filtered off. The filtrate w...